This data is from the Open Reaction Database (ORD), a public repository of structured organic reaction records. The task is: describe an organic reaction: reactants, conditions, products, and yield Starting materials: C(OC)(OC)OC (trimethyl orthoformate), C(=O)O (formic acid), C(C)C1(CC2(CN(C(O2)=O)CC(C)(C)C)CCC1)CNC=1C=C(C#N)C=CC1[N+](=O)[O-] (3-(((7-ethyl-3-neopentyl-2-oxo-1-oxa-3-azaspiro[4.5]decan-7-yl)methyl)amino)-4-nitrobenzonitrile), C(OC)(OC)OC (trimethyl orthoformate), C(=O)O (formic acid), C(=O)(C(F)(F)F)O (TFA). The reagents and catalysts are [Fe] (iron). Solvent: CC#N (MeCN), CO (MeOH). Run at temperature 65 celsius, time 21 hour. Yields the product C(C)C1(CC2(CN(C(O2)=O)CC(C)(C)C)CCC1)CN1C=NC2=C1C=C(C=C2)C#N (1-((7-ethyl-3-neopentyl-2-oxo-1-oxa-3-azaspiro[4.5]decan-7-yl)methyl)-1H-benzo[d]imidazole-6-carbonitrile). Yield: 116.5%. Reaction SMILES: [CH2:1]([C:3]1([CH2:19][NH:20][C:21]2[CH:22]=[C:23]([CH:26]=[CH:27][C:28]=2[N+:29]([O-])=O)[C:24]#[N:25])[CH2:18][CH2:17][CH2:16][C:5]2([O:9][C:8](=[O:10])[N:7]([CH2:11][C:12]([CH3:15])([CH3:14])[CH3:13])[CH2:6]2)[CH2:4]1)[CH3:2].[CH:32](OC)(OC)OC.C(O)=O.C(O)(C(F)(F)F)=O>CO.CC#N.[Fe]>[CH2:1]([C:3]1([CH2:19][N:20]2[C:21]3[CH:22]=[C:23]([C:24]#[N:25])[CH:26]=[CH:27][C:28]=3[N:29]=[CH:32]2)[CH2:18][CH2:17][CH2:16][C:5]2([O:9][C:8](=[O:10])[N:7]([CH2:11][C:12]([CH3:15])([CH3:14])[CH3:13])[CH2:6]2)[CH2:4]1)[CH3:2]. Procedure details: To an orange solution containing 3-(((7-ethyl-3-neopentyl-2-oxo-1-oxa-3-azaspiro[4.5]decan-7-yl)methyl)amino)-4-nitrobenzonitrile (0.125 g, 0.292 mmol) in MeOH (2.48 mL) was added iron (325 mesh) (0.163 g, 2.92 mmol), trimethyl orthoformate (0.322 mL, 2.92 mmol), and formic acid (0.112 mL, 2.92 mmol). The reaction mixture was stirred at 65° C. for 21 h. Additional trimethyl orthoformate ((0.322 mL, 2.92 mmol) and formic acid (0.112 mL, 2.92 mmol) were added, and the reaction was stirred at 65° C... The reactants are [OH-].[Na+] (sodium hydroxide), C(C)(=O)N1C2=CC=C(C=C2OC=2C=C(C=CC12)NS(=O)(=O)C)NS(=O)(=O)C (N-acetyl-3,7-di(methylsulfonamido)(10H)phenoxazine), Cl (hydrochloric acid). Run in O (water). Run at temperature 60 celsius. Product: CS(=O)(=O)NC=1C=CC=2NC3=CC=C(C=C3OC2C1)NS(=O)(=O)C (3,7-di(methysulfonamido)(10H)phenoxazine). Isolated yield 27.8%. As a reaction SMILES: C([N:4]1[C:17]2[CH:16]=[CH:15][C:14]([NH:18][S:19]([CH3:22])(=[O:21])=[O:20])=[CH:13][C:12]=2[O:11][C:10]2[C:5]1=[CH:6][CH:7]=[C:8]([NH:23][S:24]([CH3:27])(=[O:26])=[O:25])[CH:9]=2)(=O)C.[OH-].[Na+].Cl>O>[CH3:22][S:19]([NH:18][C:14]1[CH:15]=[CH:16][C:17]2[NH:4][C:5]3[C:10]([O:11][C:12]=2[CH:13]=1)=[CH:9][C:8]([NH:23][S:24]([CH3:27])(=[O:26])=[O:25])=[CH:7][CH:6]=3)(=[O:20])=[O:21] |f:1.2|. Reported procedure: To a suspension of 0.2 g of the product of Example 3 in 17 ml of water was added 0.3 g of sodium hydroxide. The blue solution was heated to 60° C. for 30 minutes. After cooling to room temperature hydrochloric acid was added until the mixture was acidic. The product was extracted into ethyl acetate then chromatographed on silica gel to give 0.05 g of 3,7-di(methysulfonamido)(10H)phenoxazine, which was identified by spectroscopic analysis. Reactants: C1(CCCCCCC1)N=C=S (cyclooctyl isothiocyanate), 15N NH4OH, CC#N (CH3CN), CCOC(=O)C.CCCCCC (EtOAc hexane). Conditions: time 3 day. Product: C1(CCCCCCC1)NC(=S)N (N-Cyclooctylthiourea). The yield is 78.2%. As a reaction SMILES: [CH:1]1([N:9]=[C:10]=[S:11])[CH2:8][CH2:7][CH2:6][CH2:5][CH2:4][CH2:3][CH2:2]1.CCOC(C)=O.CCCCCC.CC#[N:26]>>[CH:1]1([NH:9][C:10]([NH2:26])=[S:11])[CH2:8][CH2:7][CH2:6][CH2:5][CH2:4][CH2:3][CH2:2]1 |f:1.2|. Procedure: To a stirred solution of cyclooctyl isothiocyanate (7.26 g, 42.9 mmol) in 70 ml of CH3CN was added 8.5 ml of 15N NH4OH (130 mmol). The reaction progress was monitored by thin layer chromatography (TLC); 1/1 EtOAc/hexane. After 3 days, the reaction solution was concentrated, dissolved in 50 ml of ethyl acetate and washed with water (25 ml) and brine (aqueous saturated NaCl) (3×25 ml ea.). The organic layer was dried (Na2SO4) and concentrated. The residue was purified by flash chromatography (sili... Reaction SMILES: [Br:1][c:2]1[n:3][cH:4][c:5]([C:8](=[O:9])[OH:10])[cH:6][cH:7]1.[C:11]([Br:12])(=[O:13])[C:14]([Br:15])=[O:16].[CH2:31]1[O:32][CH2:33][CH2:34][CH2:35]1.[CH3:22][C:23]([CH3:24])([O-:25])[CH3:26].[CH3:36][CH2:37][O:38][C:39]([CH3:40])=[O:41].[CH3:42][CH2:43][CH2:44][CH2:45][CH2:46][CH2:47][CH3:48].[Cl:28][CH2:29][Cl:30].[K+:27].[O:17]=[CH:18][N:19]([CH3:20])[CH3:21]>>[Br:1][c:2]1[n:3][cH:4][c:5]([C:8](=[O:9])[O:10][C:23]([CH3:22])([CH3:24])[CH3:26])[cH:6][cH:7]1. Starting materials: O=C(O)c1ccc(Br)nc1, O=C(Br)C(=O)Br, C1CCOC1, CC(C)(C)[O-], CCOC(C)=O, CCCCCCC, ClCCl, [K+], CN(C)C=O. The product is CC(C)(C)OC(=O)c1ccc(Br)nc1. Starting materials: C1CCOC1, O=C(C=Cc1ccccc1)CBr, c1ccc(P(c2ccccc2)c2ccccc2)cc1. Product: [Br-], O=C(C=Cc1ccccc1)C[P+](c1ccccc1)(c1ccccc1)c1ccccc1. RXN SMILES: [CH2:32]1[O:33][CH2:34][CH2:35][CH2:36]1.[CH:20](=[CH:21][c:22]1[cH:23][cH:24][cH:25][cH:26][cH:27]1)[C:28](=[O:29])[CH2:30][Br:31].[c:1]1([P:7]([c:8]2[cH:9][cH:10][cH:11][cH:12][cH:13]2)[c:14]2[cH:15][cH:16][cH:17][cH:18][cH:19]2)[cH:2][cH:3][cH:4][cH:5][cH:6]1>>[Br-:31].[c:1]1([P+:7]([c:8]2[cH:9][cH:10][cH:11][cH:12][cH:13]2)([c:14]2[cH:15][cH:16][cH:17][cH:18][cH:19]2)[CH2:30][C:28]([CH:20]=[CH:21][c:22]2[cH:23][cH:24][cH:25][cH:26][cH:27]2)=[O:29])[cH:2][cH:3][cH:4][cH:5][cH:6]1.